From a dataset of the Open Reaction Database (ORD), a public repository of structured organic reaction records. describe an organic reaction: reactants, conditions, products, and yield Starting materials: CC1=CC(=C(C(=C1C(=O)O)S(=O)(=O)Cl)C(=O)O)C (dimethyl 2-(chlorosulfonyl)-1,3-benzenedicarboxylic acid), C([O-])(O)=O.[Na+] (sodium bicarbonate), N (ammonia). Run in O1CCCC1 (tetrahydrofuran), O1CCCC1 (tetrahydrofuran). Reaction conditions: time 2 hour. Product: CC1=CC(=C(C(=C1C(=O)O)S(=O)(=O)N)C(=O)O)C (dimethyl 2-(aminosulfonyl)-1,3-benzenedicarboxylic acid). As a reaction SMILES: [CH3:1][C:2]1[C:7]([C:8]([OH:10])=[O:9])=[C:6]([S:11](Cl)(=[O:13])=[O:12])[C:5]([C:15]([OH:17])=[O:16])=[C:4]([CH3:18])[CH:3]=1.C(=O)(O)[O-].[Na+].[NH3:24]>O1CCCC1>[CH3:1][C:2]1[C:7]([C:8]([OH:10])=[O:9])=[C:6]([S:11]([NH2:24])(=[O:13])=[O:12])[C:5]([C:15]([OH:17])=[O:16])=[C:4]([CH3:18])[CH:3]=1 |f:1.2|. Reported procedure: To a mixture of 5 g dimethyl 2-(chlorosulfonyl)-1,3-benzenedicarboxylic acid and 1.4 g sodium bicarbonate in 25 ml tetrahydrofuran (dried over alumina) at 0°-5° was added, dropwise, a solution of 0.4 ml ammonia in 5 ml dry tetrahydrofuran. After stirring for 2 hours, the solution was evaporated, the resulting solid was washed with methylene chloride, then with water to give 2.4 g, m.p. 169° of dimethyl 2-(aminosulfonyl)-1,3-benzenedicarboxylic acid. Reactants: C([O-])([O-])=O.[Na+].[Na+] (sodium carbonate), tetrakis(triphenylphosphane)palladium, BrC=1C(=NC=C(C1)C1=CC=C(C=C1)Cl)C#CC1=CC=C(C=C1)OCCN1CCC(CC1)C (3-bromo-5-(4-chlorophenyl)-2-{4-[2-(4-methylpiperidin-1-yl)ethoxy]phenylethynyl}pyridine), COB(O)O (methylboric acid), COB(O)O (methylboric acid). Run in O1CCOCC1 (1,4-dioxane). Product: ClC1=CC=C(C=C1)C=1C=C(C(=NC1)C#CC1=CC=C(C=C1)OCCN1CCC(CC1)C)C (5-(4-chlorophenyl)-3-methyl-2-{4-[2-(4-methylpiperidin-1-yl)ethoxy]phenylethynyl}pyridine). RXN SMILES: [C:1](=O)([O-])[O-].[Na+].[Na+].Br[C:8]1[C:9]([C:21]#[C:22][C:23]2[CH:28]=[CH:27][C:26]([O:29][CH2:30][CH2:31][N:32]3[CH2:37][CH2:36][CH:35]([CH3:38])[CH2:34][CH2:33]3)=[CH:25][CH:24]=2)=[N:10][CH:11]=[C:12]([C:14]2[CH:19]=[CH:18][C:17]([Cl:20])=[CH:16][CH:15]=2)[CH:13]=1.COB(O)O>O1CCOCC1>[Cl:20][C:17]1[CH:18]=[CH:19][C:14]([C:12]2[CH:13]=[C:8]([CH3:1])[C:9]([C:21]#[C:22][C:23]3[CH:28]=[CH:27][C:26]([O:29][CH2:30][CH2:31][N:32]4[CH2:37][CH2:36][CH:35]([CH3:38])[CH2:34][CH2:33]4)=[CH:25][CH:24]=3)=[N:10][CH:11]=2)=[CH:15][CH:16]=1 |f:0.1.2|. Reported procedure: 2.5 n-L of 2M aqueous sodium carbonate solution and 15 mg (0.013 mmol) of tetrakis(triphenylphosphane)palladium were added under argon to a suspension of 130 mg (0.255 mmol) of 3-bromo-5-(4-chlorophenyl)-2-{4-[2-(4-methylpiperidin-1-yl)ethoxy]phenylethynyl}pyridine and 18.9 mg (0.306 mmol) of methylboric acid in 5 mL of 1,4-dioxane and the mixture was refluxed for 5 hours. A further 18.9 mg (0.306 mmol) of methylboric acid was added and again the mixture was refluxed for 2 hours. The reaction mi...